This data is from the Open Reaction Database (ORD), a public repository of structured organic reaction records. The task is: describe an organic reaction: reactants, conditions, products, and yield Reaction SMILES: [CH2:1]1[CH2:2][N:3]=[C:4]([CH2:5][c:6]2[cH:7][cH:8][cH:9][cH:10][cH:11]2)[NH:12]1.[CH3:25][N:26]([CH3:27])[CH:28]=[O:29].[Cl:15][c:16]1[c:17]([CH2:18][Cl:19])[cH:20][cH:21][c:22]([Cl:24])[cH:23]1.[H-:13].[Na+:14]>>[CH2:1]1[CH2:2][N:3]([CH2:18][c:17]2[c:16]([Cl:15])[cH:23][c:22]([Cl:24])[cH:21][cH:20]2)[C:4]([CH2:5][c:6]2[cH:7][cH:8][cH:9][cH:10][cH:11]2)=[N:12]1. Yields the product Clc1ccc(CN2CCN=C2Cc2ccccc2)c(Cl)c1. Starting materials: c1ccc(CC2=NCCN2)cc1, CN(C)C=O, ClCc1ccc(Cl)cc1Cl, [H-], [Na+]. The reactants are CS(C)=O, Fc1ccc2c(C3=CCNCC3)c[nH]c2c1, c1cc(OCC2CO2)c2cc[nH]c2c1. The product is OC(COc1cccc2[nH]ccc12)CN1CC=C(c2c[nH]c3cc(F)ccc23)CC1. As a reaction SMILES: [CH3:31][S:32]([CH3:33])=[O:34].[F:1][c:2]1[cH:3][cH:4][c:5]2[c:6]([C:11]3=[CH:16][CH2:15][NH:14][CH2:13][CH2:12]3)[cH:7][nH:8][c:9]2[cH:10]1.[O:17]1[CH:18]([CH2:20][O:21][c:22]2[c:23]3[cH:24][cH:25][nH:26][c:27]3[cH:28][cH:29][cH:30]2)[CH2:19]1>>[F:1][c:2]1[cH:3][cH:4][c:5]2[c:6]([C:11]3=[CH:16][CH2:15][N:14]([CH2:19][CH:18]([OH:17])[CH2:20][O:21][c:22]4[c:23]5[cH:24][cH:25][nH:26][c:27]5[cH:28][cH:29][cH:30]4)[CH2:13][CH2:12]3)[cH:7][nH:8][c:9]2[cH:10]1. The reactants are C(C)(=O)OC=C (vinyl acetate), C1(\C=C/C(=O)O1)=O (maleic acid anhydride), C(CCCCCCCCCCC)(=O)OOC(CCCCCCCCCCC)=O (lauroyl peroxide). Solvent: C1=CC=CC=C1 (benzene). Conditions: temperature 70 celsius. Product: C(C)(=O)OC=C.C1(\C=C/C(=O)O1)=O (Vinyl Acetate Maleic Acid Anhydride). RXN SMILES: [C:1]([O:4][CH:5]=[CH2:6])(=[O:3])[CH3:2].[C:7]1(=[O:13])[O:12][C:10](=[O:11])[CH:9]=[CH:8]1.C(OOC(=O)CCCCCCCCCCC)(=O)CCCCCCCCCCC>C1C=CC=CC=1>[C:1]([O:4][CH:5]=[CH2:6])(=[O:3])[CH3:2].[C:10]1(=[O:11])[O:12][C:7](=[O:13])[CH:8]=[CH:9]1 |f:4.5|. Procedure details: 13 g (0.5 mole) of vinyl acetate, 49 g (0.5 mole) of maleic acid anhydride and 0.1 g of lauroyl peroxide were dissolved in 400 cc of benzene and heated for five hours at 70° C. The copolymer was precipitated from the viscous solution with petroleum ether (80° to 100° C.). The copolymer dissolved well in diluted caustic soda. Run at temperature 80 celsius. The solvent is C=1(C(=CC=CC1)C)C (xylene), C(C)(=O)OCCCC (n-butyl acetate). Reagents/catalysts: C1(C=CC(C=C1)=O)=O (benzoquinone). Reactants: C(C=C)(=O)N (acrylamide), butylated hydroxytoluene, CC1(OC(=CC(O1)=O)C)C (2,2,6-trimethyl-4H-1,3-dioxin-4-one). The product is C(CC(=O)C)(=O)NC(C=C)=O (N-acetoacetyl acrylamide). RXN SMILES: [C:1]([NH2:5])(=[O:4])[CH:2]=[CH2:3].CC1(C)O[C:11](=[O:13])[CH:10]=[C:9]([CH3:14])[O:8]1>C1(C)C(C)=CC=CC=1.C(OCCCC)(=O)C.C1(=O)C=CC(=O)C=C1>[C:11]([NH:5][C:1](=[O:4])[CH:2]=[CH2:3])(=[O:13])[CH2:10][C:9]([CH3:14])=[O:8]. Reported procedure: A solution of acrylamide (21.3 g, 0.3 mol), butylated hydroxytoluene (BHT, 0.66 g, 1%) and benzoquinone (BQ, 0.22 g, 0.7%) in a mixture of 75 mL of xylene and 150 mL of n-butyl acetate was heated to about 80° C. When the reaction mixture reached 80° C., 42.6 g (0.3 mol) of 2,2,6-trimethyl-4H-1,3-dioxin-4-one was added as a small stream over a period of about 10 minutes; the reaction mixture was then heated rapidly up to about 120° C., and maintained at that temperature for about 10 minutes. Once... The yield is 63.2%. The reactants are C(C1=CC=CC=C1)C=1C=NC2=C(C=CC=C2C1C=1C=C(C=CC1)N)C(F)(F)F (3-(3-benzyl-8-trifluoromethyl-quinolin-4-yl)-phenylamine), COC(C1=CC=C(C=C1)C=O)=O (4-formyl-benzoic acid methyl ester). The product is C(C1=CC=CC=C1)C=1C=NC2=C(C=CC=C2C1C=1C=C(C=CC1)NCC1=CC=C(C(=O)O)C=C1)C(F)(F)F (4-[({3-[3-BENZYL-8-(TRIFLUOROMETHYL)QUINOLIN-4-YL]PHENYL}AMINO)METHYL]BENZOIC ACID). Reaction SMILES: [CH2:1]([C:8]1[CH:9]=[N:10][C:11]2[C:16]([C:17]=1[C:18]1[CH:19]=[C:20]([NH2:24])[CH:21]=[CH:22][CH:23]=1)=[CH:15][CH:14]=[CH:13][C:12]=2[C:25]([F:28])([F:27])[F:26])[C:2]1[CH:7]=[CH:6][CH:5]=[CH:4][CH:3]=1.C[O:30][C:31](=[O:40])[C:32]1[CH:37]=[CH:36][C:35]([CH:38]=O)=[CH:34][CH:33]=1>>[CH2:1]([C:8]1[CH:9]=[N:10][C:11]2[C:16]([C:17]=1[C:18]1[CH:19]=[C:20]([NH:24][CH2:38][C:35]3[CH:36]=[CH:37][C:32]([C:31]([OH:40])=[O:30])=[CH:33][CH:34]=3)[CH:21]=[CH:22][CH:23]=1)=[CH:15][CH:14]=[CH:13][C:12]=2[C:25]([F:28])([F:26])[F:27])[C:2]1[CH:3]=[CH:4][CH:5]=[CH:6][CH:7]=1. Procedure: This compound was prepared according to the procedure of Example 66 from 3-(3-benzyl-8-trifluoromethyl-quinolin-4-yl)-phenylamine and 4-formyl-benzoic acid methyl ester MS (ESI) m/z 511.